From a dataset of the Open Reaction Database (ORD), a public repository of structured organic reaction records. describe an organic reaction: reactants, conditions, products, and yield Reactants: O=C([O-])[O-], CCC(C)(C)O, CCn1nccc1O, CON=C1CCS(=O)(=O)c2ccc(C(=O)O)c(C)c21, [K+], [K+]. The product is CCn1ncc(C(=O)c2ccc3c(c2C)C(=NOC)CCS3(=O)=O)c1O. Reaction SMILES: [C:28](=[O:29])([O-:30])[O-:31].[C:34]([OH:35])([CH2:36][CH3:37])([CH3:38])[CH3:39].[CH2:20]([CH3:21])[n:22]1[n:23][cH:24][cH:25][c:26]1[OH:27].[CH3:1][O:2][N:3]=[C:4]1[CH2:5][CH2:6][S:7](=[O:18])(=[O:19])[c:8]2[cH:9][cH:10][c:11]([C:15](=[O:16])[OH:17])[c:12]([CH3:14])[c:13]21.[K+:32].[K+:33]>>[CH3:1][O:2][N:3]=[C:4]1[CH2:5][CH2:6][S:7](=[O:18])(=[O:19])[c:8]2[cH:9][cH:10][c:11]([C:15](=[O:17])[c:25]3[cH:24][n:23][n:22]([CH2:20][CH3:21])[c:26]3[OH:27])[c:12]([CH3:14])[c:13]21. The reactants are ClC1=CC=NC=C1C(=O)O (4-chloronicotinic acid), S(=O)(Cl)Cl (thionyl chloride). Product: ClC1=CC=NC=C1C(=O)Cl (4-chloronicotinic acid chloride). Reaction SMILES: [Cl:1][C:2]1[C:7]([C:8]([OH:10])=O)=[CH:6][N:5]=[CH:4][CH:3]=1.S(Cl)([Cl:13])=O>>[Cl:1][C:2]1[C:7]([C:8]([Cl:13])=[O:10])=[CH:6][N:5]=[CH:4][CH:3]=1. Procedure: o-Halogeno-(hetero-)aryl-carboxylic acid halides which can be employed in the process according to the invention, and processes for their preparation, are known. Thus, for example, J. Am. Chem. Soc. 40,233 (1908) describes the preparation of 2-ethylmercapto-6-chloropyrimidine-5-carboxylic acid chloride by reacting 2-ethylmercapto-4-oxo-3,4-dihydropyrimidine-5-carboxylic acid with phosphorus oxychloride. The reaction of 2-hydroxy-quinoxaline-3-carboxylic acid with thionyl chloride in the presence... Starting materials: BrCCCCBr, CN(C)C=O, [H-], Nc1ccc2c3c(cccc13)C(=O)NC2=O, [Na+], O. Yields the product Nc1ccc2c3c(cccc13)C(=O)N(CCCCBr)C2=O. RXN SMILES: [Br:19][CH2:20][CH2:21][CH2:22][CH2:23][Br:24].[CH3:26][N:27]([CH3:28])[CH:29]=[O:30].[H-:17].[NH2:1][c:2]1[cH:3][cH:4][c:5]2[c:14]3[c:9]([cH:10][cH:11][cH:12][c:13]13)[C:8](=[O:15])[NH:7][C:6]2=[O:16].[Na+:18].[OH2:25]>>[NH2:1][c:2]1[cH:3][cH:4][c:5]2[c:14]3[c:9]([cH:10][cH:11][cH:12][c:13]13)[C:8](=[O:15])[N:7]([CH2:23][CH2:22][CH2:21][CH2:20][Br:19])[C:6]2=[O:16].